This data is from the Open Reaction Database (ORD), a public repository of structured organic reaction records. The task is: describe an organic reaction: reactants, conditions, products, and yield The reactants are [Y] (yttrium), C(C)(C)(C)C1=CC(=CC(=C1)C(C)(C)C)C(C)(C)C (1,3,5-tri(tertbutyl) benzene). The product is [Y].C(C)(C)(C)C1=CC(=CC(=C1)C(C)(C)C)C(C)(C)C (1,3,5-tri(tertbutyl)benzene Yttrium). RXN SMILES: [Y:1].[C:2]([C:6]1[CH:11]=[C:10]([C:12]([CH3:15])([CH3:14])[CH3:13])[CH:9]=[C:8]([C:16]([CH3:19])([CH3:18])[CH3:17])[CH:7]=1)([CH3:5])([CH3:4])[CH3:3]>>[Y:1].[C:2]([C:6]1[CH:7]=[C:8]([C:16]([CH3:19])([CH3:18])[CH3:17])[CH:9]=[C:10]([C:12]([CH3:15])([CH3:14])[CH3:13])[CH:11]=1)([CH3:5])([CH3:4])[CH3:3] |f:2.3|. Procedure details: Vapourised yttrium [ca 0.9 g (10 mmol)] was cocondensed with 25 g (100 mmol) of 1,3,5-tri(tertbutyl) benzene at -196° C. over a period of 2 hours. The cocondensate was allowed to warm to room temperature under argon and the solid products extracted from the apparatus with n-hexane (ca 750 cm3). The resultant deep purple solution was filtered through a bed of Celite on a frit and the solvent removed under reduced pressure. Excess of the 1,3,5-tri(tertbutyl)benzene was then removed by the sublimat...